describe an organic reaction: reactants, conditions, products, and yield From a dataset of the Open Reaction Database (ORD), a public repository of structured organic reaction records. Reactants: C(Cl)Cl (methylene chloride), BrN1C(CCC1=O)=O (N-bromosuccinimide), C(C)(=O)C1OCCC1 (acetyltetrahydrofuran), OS(=O)(=O)C(F)(F)F.C[SiH](C)C (trimethylsilane triflate). Run in C(C)N(CC)CC (triethylamine). Run at temperature -10 celsius, time 45 minute. Product: BrCC(=O)C1OCCC1 (2-Bromoacetyltetrahydrofuran). As a reaction SMILES: C(Cl)Cl.[C:4]([CH:7]1[CH2:11][CH2:10][CH2:9][O:8]1)(=[O:6])[CH3:5].OS(C(F)(F)F)(=O)=O.C[SiH](C)C.[Br:24]N1C(=O)CCC1=O>C(N(CC)CC)C>[Br:24][CH2:5][C:4]([CH:7]1[CH2:11][CH2:10][CH2:9][O:8]1)=[O:6] |f:2.3|. Procedure details: To a 20-liter glass vessel was added methylene chloride (10.0 liters) followed by acetyltetrahydrofuran (838.0 g, 7.34 moles). The solution was then cooled back to −10° C. and triethylamine was added (854.0 g, 8.44 moles). The vessel was purged with nitrogen and trimethylsilane triflate (1713.0 g, 7.71 moles) was added dropwise at a maximum temperature of −8° C. Addition was typically complete in 45 minutes. After 15 minutes stirring, a sample was removed for TLC and GC analysis, which showed th...